This data is from the Open Reaction Database (ORD), a public repository of structured organic reaction records. The task is: describe an organic reaction: reactants, conditions, products, and yield Reactants: BrC1(C=O)CC=CC=C1 (1-bromobenzaldehyde), C([O-])([O-])=O.[Na+].[Na+] (sodium carbonate), C1(=CC=CC2=CC=CC=C12)B(O)O (1-naphthaleneboronic acid). The reagents and catalysts are C(C)(=O)[O-].[Pd+2].C(C)(=O)[O-] (palladium acetate). Solvent: CN(C=O)C.O (N,N-dimethylformamide water). Conditions: time 8 hour. Product: C1(=CC=CC2=CC=CC=C12)C1=C(C=O)C=CC=C1 (2-(naphthalen-1-yl)benzaldehyde). Yield: 87.1%. Reaction SMILES: Br[C:2]1([CH:9]=[CH:8][CH:7]=[CH:6][CH2:5]1)[CH:3]=[O:4].C(=O)([O-])[O-].[Na+].[Na+].[C:16]1(B(O)O)[C:25]2[C:20](=[CH:21][CH:22]=[CH:23][CH:24]=2)[CH:19]=[CH:18][CH:17]=1>CN(C)C=O.O.C([O-])(=O)C.[Pd+2].C([O-])(=O)C>[C:24]1([C:5]2[CH:6]=[CH:7][CH:8]=[CH:9][C:2]=2[CH:3]=[O:4])[C:25]2[C:20](=[CH:19][CH:18]=[CH:17][CH:16]=2)[CH:21]=[CH:22][CH:23]=1 |f:1.2.3,5.6,7.8.9|. Procedure: To a suspension of 1-bromobenzaldehyde (200 μL, 1.71 mmol), sodium carbonate (218 mg, 2.06 mmol), and 1-naphthaleneboronic acid (353 mg, 2.05 mmol) in 3.4 mL of N,N-dimethylformamide/water (2:1) was added palladium acetate (20 mg, 89 μmol) under nitrogen. After being stirred at room temperature overnight, the reaction mixture was filtered. The filtrate was diluted with diethyl ether, and the solution was washed with brine, and dried over MgSO4. After filtration, the filtrate was concentrated in ...